From a dataset of the Open Reaction Database (ORD), a public repository of structured organic reaction records. describe an organic reaction: reactants, conditions, products, and yield Starting materials: COC=1C=C2C=CC(=CC2=CC1)N1CCNCC1 (1-(6-methoxy-naphthalen-2-yl)-piperazine), CC(=O)O (HOAc), FC=1C=C2C(=CNC2=CC1)C1=CCC(CC1)=O (4-(5-fluoro-1H-indol-3-yl)-cyclohex-3-enone), [BH-](OC(=O)C)(OC(=O)C)OC(=O)C.[Na+] (Na(OAc)3BH), (CO2H)2, oxalate salt. The solvent is C(Cl)Cl (CH2Cl2), CCO (EtOH). Conditions: temperature 23 celsius, time 12 hour. The product is FC=1C=C2C(=CNC2=CC1)C1CCC(CC1)N1CCN(CC1)C1=CC2=CC=C(C=C2C=C1)OC (5-Fluoro-3-{4-[4-(6-methoxy-naphthalen-2-yl)-piperazin-1-yl]-cyclohexyl}-1H-indole). The yield is 84.0%. RXN SMILES: [CH3:1][O:2][C:3]1[CH:4]=[C:5]2[C:10](=[CH:11][CH:12]=1)[CH:9]=[C:8]([N:13]1[CH2:18][CH2:17][NH:16][CH2:15][CH2:14]1)[CH:7]=[CH:6]2.CC(O)=O.[F:23][C:24]1[CH:25]=[C:26]2[C:30](=[CH:31][CH:32]=1)[NH:29][CH:28]=[C:27]2[C:33]1[CH2:38][CH2:37][C:36](=O)[CH2:35][CH:34]=1.[BH-](OC(C)=O)(OC(C)=O)OC(C)=O.[Na+]>C(Cl)Cl.CCO>[F:23][C:24]1[CH:25]=[C:26]2[C:30](=[CH:31][CH:32]=1)[NH:29][CH:28]=[C:27]2[CH:33]1[CH2:38][CH2:37][CH:36]([N:16]2[CH2:17][CH2:18][N:13]([C:8]3[CH:7]=[CH:6][C:5]4[C:10](=[CH:11][CH:12]=[C:3]([O:2][CH3:1])[CH:4]=4)[CH:9]=3)[CH2:14][CH2:15]2)[CH2:35][CH2:34]1 |f:3.4|. Reported procedure: To 400 mg (1.66 mmol) of 1-(6-methoxy-naphthalen-2-yl)-piperazine in 40 mL of CH2Cl2 and 100 mg of glacial HOAc at 23° C. was added 384 mg (1.66 mmol) of 4-(5-fluoro-1H-indol-3-yl)-cyclohex-3-enone followed by 216 mg, (1.89 mmol) of Na(OAc)3BH. After stirring at 23° C. for 12 hours, the reaction mixture was transferred to a separatory funnel and partitioned between water and CH2Cl2. The organics were washed with brine, dried over MgSO4, and chromatographed on silica gel eluting with 20:1 EtOAc:2... Starting materials: CCOC(=O)C(NC(=O)OC(C)(C)C)C1C(CN=[N+]=[N-])C1C(=O)OCC, CCOC(C)=O, S=C=Nc1ccccc1. Yields the product CCOC(=O)C(NC(=O)OC(C)(C)C)C1C(CNC(=S)Nc2ccccc2)C1C(=O)OCC. As a reaction SMILES: [C:1]([CH3:2])([CH3:3])([CH3:4])[O:5][C:6](=[O:7])[NH:8][CH:9]([C:10](=[O:11])[O:12][CH2:13][CH3:14])[CH:15]1[CH:16]([C:22](=[O:23])[O:24][CH2:25][CH3:26])[CH:17]1[CH2:18][N:19]=[N+:20]=[N-:21].[CH3:36][CH2:37][O:38][C:39]([CH3:40])=[O:41].[c:27]1([N:33]=[C:34]=[S:35])[cH:28][cH:29][cH:30][cH:31][cH:32]1>>[C:1]([CH3:2])([CH3:3])([CH3:4])[O:5][C:6](=[O:7])[NH:8][CH:9]([C:10](=[O:11])[O:12][CH2:13][CH3:14])[CH:15]1[CH:16]([C:22](=[O:23])[O:24][CH2:25][CH3:26])[CH:17]1[CH2:18][NH:19][C:34]([NH:33][c:27]1[cH:28][cH:29][cH:30][cH:31][cH:32]1)=[S:35]. RXN SMILES: [Cl:1][c:2]1[cH:3][c:4](-[c:8]2[cH:9][cH:10][cH:11][c:12]([C:14](=[O:15])[OH:16])[n:13]2)[cH:5][cH:6][cH:7]1.[O:17]1[CH2:18][CH:19]([NH2:23])[CH2:20][CH2:21][CH2:22]1>>[Cl:1][c:2]1[cH:3][c:4](-[c:8]2[cH:9][cH:10][cH:11][c:12]([C:14](=[O:16])[NH:23][CH:19]3[CH2:18][O:17][CH2:22][CH2:21][CH2:20]3)[n:13]2)[cH:5][cH:6][cH:7]1. The product is O=C(NC1CCCOC1)c1cccc(-c2cccc(Cl)c2)n1. The reactants are O=C(O)c1cccc(-c2cccc(Cl)c2)n1, NC1CCCOC1. Starting materials: CC=1N(C(=C(C(C1C(=O)OC)C1=CC=C(C=C1)C)C(=O)OC)C)CCC1=COC=C1 (dimethyl 2,6-dimethyl-4-(4-methylphenyl)-1-[2-(3-furanyl)ethyl]-1,4-dihydropyridine-3,5-dicarboxylate). The reagents and catalysts are [Ti](Cl)(Cl)(Cl)Cl (titanium tetrachloride). The product is CC=1N2CCC3=C(C2(C(C(C1C(=O)OC)C1=CC=C(C=C1)C)C(=O)OC)C)OC=C3 (dimethyl 4,9,10,10a-tetrahydro-7,10a-dimethyl-9-(4-methylphenyl)-5H-furano[2,3-a]quinolizine-8,10-dicarboxylate). Reaction SMILES: [CH3:1][C:2]1[N:3]([CH2:24][CH2:25][C:26]2[CH:30]=[CH:29][O:28][CH:27]=2)[C:4]([CH3:23])=[C:5]([C:19]([O:21][CH3:22])=[O:20])[CH:6]([C:12]2[CH:17]=[CH:16][C:15]([CH3:18])=[CH:14][CH:13]=2)[C:7]=1[C:8]([O:10][CH3:11])=[O:9]>[Ti](Cl)(Cl)(Cl)Cl>[CH3:1][C:2]1[N:3]2[C:4]([CH3:23])([CH:5]([C:19]([O:21][CH3:22])=[O:20])[CH:6]([C:12]3[CH:17]=[CH:16][C:15]([CH3:18])=[CH:14][CH:13]=3)[C:7]=1[C:8]([O:10][CH3:11])=[O:9])[C:27]1[O:28][CH:29]=[CH:30][C:26]=1[CH2:25][CH2:24]2. Procedure details: To a solution of 1 millimole of the dimethyl 2,6-dimethyl-4-(4-methylphenyl)-1-[2-(3-furanyl)ethyl]-1,4-dihydropyridine-3,5-dicarboxylate intermediate thus prepared is added under an atmosphere of nitrogen, 3 millimoles of titanium tetrachloride and the mixture stirred overnight at room temperature to obtain the desired dimethyl 4,9,10,10a-tetrahydro-7,10a-dimethyl-9-(4-methylphenyl)-5H-furano[2,3-a]quinolizine-8,10-dicarboxylate product in the reaction mixture. Thereafter, the mixture is dilute... Starting materials: Cl.CN (methylamine hydrochloride), C(C)(=O)[O-].[Na+] (sodium acetate), C(#N)[BH3-].[Na+] (sodium cyanoborohydride), C(C)(C)(C)OC(=O)N1CCC(CC1)=O (4-oxo-piperidine-1-carboxylic acid tert-butyl ester). Solvent: CO (methanol). Conditions: temperature 25 celsius, time 18 hour. The product is C(C)(C)(C)OC(=O)N1CCC(CC1)NC (4-Methylamino-piperidine-1-carboxylic acid tert-butyl ester). As a reaction SMILES: Cl.CN.C([O-])(=O)C.[Na+].[C:9]([BH3-])#[N:10].[Na+].[C:13]([O:17][C:18]([N:20]1[CH2:25][CH2:24][C:23](=O)[CH2:22][CH2:21]1)=[O:19])([CH3:16])([CH3:15])[CH3:14]>CO>[C:13]([O:17][C:18]([N:20]1[CH2:25][CH2:24][CH:23]([NH:10][CH3:9])[CH2:22][CH2:21]1)=[O:19])([CH3:16])([CH3:14])[CH3:15] |f:0.1,2.3,4.5|. Reported procedure: Powdered molecular seives (3 Å, 5.2 g), methylamine hydrochloride (16.96 g, 251 mmol), anhydrous sodium acetate (41.21 g, 502 mmol), and 95% sodium cyanoborohydride (3.99 g, 60 mmol) were added sequentially to a solution of 4-oxo-piperidine-1-carboxylic acid tert-butyl ester in methanol (400 mL) at 0° C., and the mixture was allowed to warm to 25° C. over several hours. After 18 hours at 25°C., the reaction mixture was filtered thru Celite®, the solids washed with methanol and ethyl acetate, and... Reactants: C1COCCN1, COc1ccc(S(=O)(=O)N(c2nccs2)S(=O)(=O)c2ccc(N3CCC(N4CCC(c5cc(Cl)cc(Cl)c5)C4)C3=O)cc2)cc1, ClCCl. The product is O=C1C(N2CCC(c3cc(Cl)cc(Cl)c3)C2)CCN1c1ccc(S(=O)(=O)Nc2nccs2)cc1. Reaction SMILES: [CH2:46]1[NH:47][CH2:48][CH2:49][O:50][CH2:51]1.[Cl:1][c:2]1[cH:3][c:4]([CH:9]2[CH2:10][N:11]([CH:14]3[C:15](=[O:45])[N:16]([c:19]4[cH:20][cH:21][c:22]([S:25](=[O:26])(=[O:27])[N:28]([c:29]5[s:30][cH:31][cH:32][n:33]5)[S:34]([c:35]5[cH:36][cH:37][c:38]([O:39][CH3:40])[cH:41][cH:42]5)(=[O:43])=[O:44])[cH:23][cH:24]4)[CH2:17][CH2:18]3)[CH2:12][CH2:13]2)[cH:5][c:6]([Cl:8])[cH:7]1.[Cl:52][CH2:53][Cl:54]>>[Cl:1][c:2]1[cH:3][c:4]([CH:9]2[CH2:10][N:11]([CH:14]3[C:15](=[O:45])[N:16]([c:19]4[cH:20][cH:21][c:22]([S:25](=[O:26])(=[O:27])[NH:28][c:29]5[s:30][cH:31][cH:32][n:33]5)[cH:23][cH:24]4)[CH2:17][CH2:18]3)[CH2:12][CH2:13]2)[cH:5][c:6]([Cl:8])[cH:7]1.